This data is from the Open Reaction Database (ORD), a public repository of structured organic reaction records. The task is: describe an organic reaction: reactants, conditions, products, and yield Starting materials: Cl (HCl), resultant solution, C[Si](C)(C)[N-][Si](C)(C)C.[K+] (KHMDS), solution, IC (iodomethane), resultant solution, [OH-].[Li+] (lithium hydroxide), FC(C(=O)NC=1C=C(C(=O)OC)C=C(C1)C(F)(F)F)(F)F (Methyl 3-(trifluoromethylcarbonyl)amino-5-(trifluoromethyl)benzoate). The solvent is C1CCOC1 (THF). Run at time 16 hour. Yields the product CNC=1C=C(C(=O)O)C=C(C1)C(F)(F)F (3-methylamino-5-(trifluoromethyl)benzoic acid). As a reaction SMILES: FC(F)(F)[C:3]([NH:5][C:6]1[CH:7]=[C:8]([CH:13]=[C:14]([C:16]([F:19])([F:18])[F:17])[CH:15]=1)[C:9]([O:11]C)=[O:10])=O.C[Si]([N-][Si](C)(C)C)(C)C.[K+].IC.[OH-].[Li+].Cl>C1COCC1>[CH3:3][NH:5][C:6]1[CH:7]=[C:8]([CH:13]=[C:14]([C:16]([F:17])([F:18])[F:19])[CH:15]=1)[C:9]([OH:11])=[O:10] |f:1.2,4.5|. Reported procedure: Methyl 3-(trifluoromethylcarbonyl)amino-5-(trifluoromethyl)benzoate (cf. procedures (116a) and (80a); 131 mg, 0.42 mmol) was dissolved in THF (5 mL), and the resultant solution was charged successively with KHMDS (0.83 mL of a 0.5 M solution) and iodomethane (0.03 mL, 0.42 mL). The mixture was stirred for 16 h, quenched with sat. NaHCO3, and extracted with EtOAc (2×). The organic extracts were combined, washed with brine, dried (Na2SO4), filtered, and concentrated in vacuo. This product was diss... Starting materials: C(C)S (Ethanethiol), [Na] (Sodium), C(C)OC(CBr)OCC (bromoacetaldehyde diethylacetal). Solvent: C(C)O (ethanol). Reaction conditions: time 15 minute. The product is C(C)OC(CSCC)OCC (1,1-diethoxy-2-ethylthioethane). Yield: 93.9%. As a reaction SMILES: [Na].[CH2:2]([SH:4])[CH3:3].[CH2:5]([O:7][CH:8]([O:11][CH2:12][CH3:13])[CH2:9]Br)[CH3:6]>C(O)C>[CH2:5]([O:7][CH:8]([O:11][CH2:12][CH3:13])[CH2:9][S:4][CH2:2][CH3:3])[CH3:6] |^1:0|. Reported procedure: Sodium (10.7 g, 0.463 mole) was dissolved in ethanol (500 ml) and ice cooled. Ethanethiol (34.4 ml, 0.463 mole) was added, followed after 15 mins. by bromoacetaldehyde diethylacetal (83.8 g, 0.421 mole). The mixture was refluxed 3 hours and the volume reduced to 200 ml by distillation of some of the ethanol at atmospheric pressure. Ether (500 ml) was added and the solution washed with water (3×200 ml), dried over MgSO4 and evaporated at atmospheric pressure. The residue was distilled to provide ... Starting materials: N#CN.[Pb] (Lead cyanamide), CC=1N=CNC1CSCCNC(=S)NCCSCC1=C(N=CN1)C (N,N'-bis-[2-((4-methyl-5-imidazolyl)methylthio)ethyl]thiourea), N#CN.[Pb] (lead cyanamide), resultant suspension. The solvent is C(C)#N (acetonitrile), CN(C=O)C (dimethyl formamide). Reaction conditions: time 24 hour. Yields the product C(#N)NC(=NCCSCC1=C(N=CN1)C)NCCSCC1=C(N=CN1)C (N-cyano-N',N"-bis-[2-((4-methyl-5-imidazolyl)methylthio)ethyl] guanidine). As a reaction SMILES: [N:1]#[C:2][NH2:3].[Pb].[CH3:5][C:6]1[N:7]=[CH:8][NH:9][C:10]=1[CH2:11][S:12][CH2:13][CH2:14][NH:15][C:16]([NH:18][CH2:19][CH2:20][S:21][CH2:22][C:23]1[NH:27][CH:26]=[N:25][C:24]=1[CH3:28])=S>C(#N)C.CN(C)C=O>[C:2]([NH:3][C:16]([NH:15][CH2:14][CH2:13][S:12][CH2:11][C:10]1[NH:9][CH:8]=[N:7][C:6]=1[CH3:5])=[N:18][CH2:19][CH2:20][S:21][CH2:22][C:23]1[NH:27][CH:26]=[N:25][C:24]=1[CH3:28])#[N:1] |f:0.1,^3:3|. Procedure details: Lead cyanamide (8.7 g.) was added to a solution of N,N'-bis-[2-((4-methyl-5-imidazolyl)methylthio)ethyl]thiourea in acetonitrile (100 ml.) and dimethyl formamide (20 ml.) and the resultant suspension was heated under reflux with stirring for 24 hours. Additional lead cyanamide (8.7 g.) was added and heating was continued for 24 hours. Following filtration and concentration, the residue was chromotographed on a column of silica gel, eluting with ethyl acetate-isopropyl alcohol (5:1). Recrystallis... Starting materials: C([O-])(O)=O.[Na+] (sodium bicarbonate), C1(=CC=C(C=C1)S(=O)(=O)O)C (p-Toluenesulfonic acid), BrC1=CC=C(CCO)C=C1 (4-bromophenethyl alcohol), O1CCCC=C1 (3,4-dihydropyran). Solvent: C(Cl)Cl (methylene chloride). The product is O1C(CCCC1)OCCC1=CC=C(C=C1)Br (4-(2-(tetrahydropyran-2-yloxy)ethyl)bromobenzene). RXN SMILES: C1(C)C=CC(S(O)(=O)=O)=CC=1.[Br:12][C:13]1[CH:21]=[CH:20][C:16]([CH2:17][CH2:18][OH:19])=[CH:15][CH:14]=1.[O:22]1[CH:27]=[CH:26][CH2:25][CH2:24][CH2:23]1.C(=O)(O)[O-].[Na+]>C(Cl)Cl>[O:22]1[CH2:27][CH2:26][CH2:25][CH2:24][CH:23]1[O:19][CH2:18][CH2:17][C:16]1[CH:20]=[CH:21][C:13]([Br:12])=[CH:14][CH:15]=1 |f:3.4|. Procedure: p-Toluenesulfonic acid (0.30 g) was added to a solution of 4-bromophenethyl alcohol (9.50 g, 47.24 mmol) in methylene chloride (50 ml), and the mixture was stirred under ice-cooling. To the mixture was added 3,4-dihydropyran (5.53 g, 65.74 mmol). After stirring under ice-cooling for 20 minutes, a saturated aqueous solution of sodium bicarbonate (40 ml) was added to the reaction mixture. The resulting mixture was extracted with methylene chloride and dried over magnesium sulfate. After evaporatio... The yield is 95.1%. The product is [Si](C1=CC=CC=C1)(C1=CC=CC=C1)(C(C)(C)C)OCCOC[C@@H](C(=O)NC1=NC=CC=C1)OC1=C2C(=NC=N1)N(N=C2)C2=C(C=CC=C2)C(F)(F)F ((2S)-3-(2-(tert-butyldiphenylsilyloxy)ethoxy)-N-(pyridin-2-yl)-2-(1-(2-(trifluoromethyl)phenyl)-1H-pyrazolo[3,4-d]pyrimidin-4-yloxy)propanamide). As a reaction SMILES: [H-].[Na+].[Si:3]([O:20][CH2:21][CH2:22][O:23][CH2:24][C@H:25]([OH:35])[C:26]([NH:28][C:29]1[CH:34]=[CH:33][CH:32]=[CH:31][N:30]=1)=[O:27])([C:16]([CH3:19])([CH3:18])[CH3:17])([C:10]1[CH:15]=[CH:14][CH:13]=[CH:12][CH:11]=1)[C:4]1[CH:9]=[CH:8][CH:7]=[CH:6][CH:5]=1.Cl[C:37]1[N:42]=[CH:41][N:40]=[C:39]2[N:43]([C:46]3[CH:51]=[CH:50][CH:49]=[CH:48][C:47]=3[C:52]([F:55])([F:54])[F:53])[N:44]=[CH:45][C:38]=12.C(O)(=O)CC(CC(O)=O)(C(O)=O)O>C1COCC1>[Si:3]([O:20][CH2:21][CH2:22][O:23][CH2:24][C@H:25]([O:35][C:37]1[N:42]=[CH:41][N:40]=[C:39]2[N:43]([C:46]3[CH:51]=[CH:50][CH:49]=[CH:48][C:47]=3[C:52]([F:55])([F:54])[F:53])[N:44]=[CH:45][C:38]=12)[C:26]([NH:28][C:29]1[CH:34]=[CH:33][CH:32]=[CH:31][N:30]=1)=[O:27])([C:16]([CH3:19])([CH3:18])[CH3:17])([C:10]1[CH:15]=[CH:14][CH:13]=[CH:12][CH:11]=1)[C:4]1[CH:9]=[CH:8][CH:7]=[CH:6][CH:5]=1 |f:0.1|. The solvent is C1CCOC1 (THF). Run at temperature 0 celsius, time 10 minute. Reported procedure: Sodium hydride (117 mg, 2.93 mmol) was added to (S)-3-(2-(tert-butyldiphenylsilyloxy)ethoxy)-2-hydroxy-N-(pyridin-2-yl)propanamide (618 mg, 1.33 mmol) (Intermediate AQ2) in anhydrous THF (20 mL) at 0° C. under nitrogen. The resulting solution was stirred at 0° C. for 10 minutes and then 4-chloro-1-(2-(trifluoromethyl)phenyl)-1H-pyrazolo[3,4-d]pyrimidine (514 mg, 1.46 mmol) (Intermediate B4) was added. The reaction mixture was allowed to warm to room temperature and stirred for 1 hour. The reacti... Reactants: C(CC(O)(C(=O)O)CC(=O)O)(=O)O (citric acid), [H-].[Na+] (Sodium hydride), [Si](C1=CC=CC=C1)(C1=CC=CC=C1)(C(C)(C)C)OCCOC[C@@H](C(=O)NC1=NC=CC=C1)O ((S)-3-(2-(tert-butyldiphenylsilyloxy)ethoxy)-2-hydroxy-N-(pyridin-2-yl)propanamide), ClC1=C2C(=NC=N1)N(N=C2)C2=C(C=CC=C2)C(F)(F)F (4-chloro-1-(2-(trifluoromethyl)phenyl)-1H-pyrazolo[3,4-d]pyrimidine), ClC1=C2C(=NC=N1)N(N=C2)C2=C(C=CC=C2)C(F)(F)F (4-chloro-1-(2-(trifluoromethyl)phenyl)-1H-pyrazolo[3,4-d]pyrimidine). Yields the product N=C(N)Nc1ccc(Br)cc1. Starting materials: Nc1ccc(Br)cc1, O=C([O-])[O-], CCO, Cl, [K+], [K+], N=C=N, O. As a reaction SMILES: [Br:2][c:3]1[cH:4][cH:5][c:6]([NH2:7])[cH:8][cH:9]1.[C:13](=[O:14])([O-:15])[O-:16].[CH3:19][CH2:20][OH:21].[ClH:1].[K+:17].[K+:18].[NH:10]=[C:11]=[NH:12].[OH2:22]>>[Br:2][c:3]1[cH:4][cH:5][c:6]([NH:7][C:11](=[NH:10])[NH2:12])[cH:8][cH:9]1. The reactants are ClC1=NC=C(C(=O)NC[C@H](CN2CCC(CC2)OC2=CC(=C(C=C2)Cl)Cl)O)C(=C1)C(F)(F)F (6-chloro-N-{(2R)-3-[4-(3,4-dichlorophenoxy)piperidin-1-yl]-2-hydroxypropyl}-4-(trifluoromethyl)nicotinamide), CS(=O)(=O)N (methanesulfonamide), C([O-])([O-])=O.[K+].[K+] (potassium carbonate). Solvent: CN1C(CCC1)=O (N-methyl-2-pyrrolidinone). Product: ClC=1C=C(OC2CCN(CC2)C[C@@H](CNC(C2=CN=C(C=C2C(F)(F)F)NS(=O)(=O)C)=O)O)C=CC1Cl (N-{(2R)-3-[4-(3,4-Dichlorophenoxy)piperidin-1-yl]-2-hydroxypropyl}-6-[(methylsulfonyl)amino]-4-(trifluoromethyl)nicotinamide). The yield is 8.0%. Reaction SMILES: Cl[C:2]1[CH:29]=[C:28]([C:30]([F:33])([F:32])[F:31])[C:5]([C:6]([NH:8][CH2:9][C@@H:10]([OH:27])[CH2:11][N:12]2[CH2:17][CH2:16][CH:15]([O:18][C:19]3[CH:24]=[CH:23][C:22]([Cl:25])=[C:21]([Cl:26])[CH:20]=3)[CH2:14][CH2:13]2)=[O:7])=[CH:4][N:3]=1.[CH3:34][S:35]([NH2:38])(=[O:37])=[O:36].C(=O)([O-])[O-].[K+].[K+]>CN1CCCC1=O>[Cl:26][C:21]1[CH:20]=[C:19]([CH:24]=[CH:23][C:22]=1[Cl:25])[O:18][CH:15]1[CH2:16][CH2:17][N:12]([CH2:11][C@H:10]([OH:27])[CH2:9][NH:8][C:6](=[O:7])[C:5]2[C:28]([C:30]([F:32])([F:31])[F:33])=[CH:29][C:2]([NH:38][S:35]([CH3:34])(=[O:37])=[O:36])=[N:3][CH:4]=2)[CH2:13][CH2:14]1 |f:2.3.4|. Procedure: A stirred solution of 6-chloro-N-{(2R)-3-[4-(3,4-dichlorophenoxy)piperidin-1-yl]-2-hydroxypropyl}-4-(trifluoromethyl)nicotinamide (0.28 g), methanesulfonamide (0.12 g) and potassium carbonate (0.148 g) in N-methyl-2-pyrrolidinone was heated under microwave irradiation (100 W) at 100° C. for 15 min. The reaction mixture was concentrated in vacuo and redissolved in 4:1:1 acetonitrile/water/acetic acid (6 mL) and subjected to RPHPLC (gradient 0.1% ammonium acetate/acetonitrile 95% to 5%) to yield a... Starting materials: O=c1cnc2c(Br)nc(SCc3cccc(F)c3F)nc2[nH]1, CN1CCCC1=O, Cl, CC(N)CO. The product is CC(CO)Nc1nc(SCc2cccc(F)c2F)nc2[nH]c(=O)cnc12. As a reaction SMILES: [Br:1][c:2]1[n:3][c:4]([S:13][CH2:14][c:15]2[c:16]([F:22])[c:17]([F:21])[cH:18][cH:19][cH:20]2)[n:5][c:6]2[nH:7][c:8](=[O:12])[cH:9][n:10][c:11]12.[CH3:29][N:30]1[CH2:31][CH2:32][CH2:33][C:34]1=[O:35].[ClH:28].[NH2:23][CH:24]([CH3:25])[CH2:26][OH:27]>>[c:2]1([NH:23][CH:24]([CH3:25])[CH2:26][OH:27])[n:3][c:4]([S:13][CH2:14][c:15]2[c:16]([F:22])[c:17]([F:21])[cH:18][cH:19][cH:20]2)[n:5][c:6]2[nH:7][c:8](=[O:12])[cH:9][n:10][c:11]12. The reactants are O=C([O-])[O-], CN(C)C=O, [K+], [K+], COC(=O)C1(C(=O)OC)C(n2cnc3c(Cl)nc(N)nc32)C1(Cl)Cl, Nc1nc(Cl)c2[nH]cnc2n1. Yields the product COC(=O)C(=CC(Cl)(Cl)Cl)C(=O)OC. RXN SMILES: [C:12](=[O:13])([O-:14])[O-:15].[CH3:42][N:43]([CH3:44])[CH:45]=[O:46].[K+:16].[K+:17].[NH2:18][c:19]1[n:20][c:21]2[c:22]([n:23][cH:24][n:25]2[CH:28]2[C:29]([Cl:39])([Cl:40])[C:30]2([C:31](=[O:32])[O:33][CH3:34])[C:35](=[O:36])[O:37][CH3:38])[c:26]([Cl:27])[n:41]1.[NH2:1][c:2]1[n:3][c:4]2[c:5]([nH:6][cH:7][n:8]2)[c:9]([Cl:11])[n:10]1>>[Cl:11][C:29]([CH:28]=[C:30]([C:31](=[O:32])[O:33][CH3:34])[C:35](=[O:36])[O:37][CH3:38])([Cl:39])[Cl:40]. The yield is 21.8%. The product is C1(=CC=CC=C1)C=1C=C(OC1)CN (C-(4-phenyl-furan-2-yl)methylamine). Solvent: CO (MeOH). Reported procedure: Prepare a solution of 4-phenyl-2-formylfuran (1.5 g, 8.7 mmol) and MeOH (35 mL). Add NH4OAc (6.7 g, 87.1 mmol) and NaCNBH3 (380 mg, 6.1 mmol). Stir the reaction mixture under nitrogen for 12 hours. Upon completion of the reaction, concentrate the resulting mixture, dilute with water (10 mL), basify with 1 N sodium hydroxide, and extract with diethyl ether (2×10 mL). Dry the organic phase (Na2SO4), filter, and concentrate. Perform flash chromatography on silica gel eluting with 9:1 ethyl acetate/... Conditions: time 12 hour. The reactants are NH4OAc, C1(=CC=CC=C1)C=1C=C(OC1)C=O (4-phenyl-2-formylfuran), [BH3-]C#N.[Na+] (NaCNBH3). RXN SMILES: [C:1]1([C:7]2[CH:8]=[C:9]([CH:12]=O)[O:10][CH:11]=2)[CH:6]=[CH:5][CH:4]=[CH:3][CH:2]=1.[BH3-]C#[N:16].[Na+]>CO>[C:1]1([C:7]2[CH:8]=[C:9]([CH2:12][NH2:16])[O:10][CH:11]=2)[CH:6]=[CH:5][CH:4]=[CH:3][CH:2]=1 |f:1.2|.